This data is from the Open Reaction Database (ORD), a public repository of structured organic reaction records. The task is: describe an organic reaction: reactants, conditions, products, and yield The reactants are N#CCC(O)CC(=O)O, CC(=O)OC(C)(C)C, CC(C)[N-]C(C)C, Cl, [Li+], C1CCOC1. Product: CC(C)(C)OC(=O)CC(=O)CC(O)CC#N. As a reaction SMILES: [C:17](#[N:18])[CH2:19][CH:20]([CH2:21][C:22](=[O:23])[OH:24])[OH:25].[C:9]([CH3:10])(=[O:11])[O:12][C:13]([CH3:14])([CH3:15])[CH3:16].[CH:1]([N-:2][CH:3]([CH3:4])[CH3:5])([CH3:6])[CH3:7].[ClH:26].[Li+:8].[O:27]1[CH2:28][CH2:29][CH2:30][CH2:31]1>>[C:9]([CH2:10][C:22]([CH2:21][CH:20]([CH2:19][C:17]#[N:18])[OH:25])=[O:23])(=[O:11])[O:12][C:13]([CH3:14])([CH3:15])[CH3:16]. Reactants: CCCCCC, Cc1ccnc(-c2ccccc2)c1C(=O)O. Yields the product Cc1ccnc2c1C(=O)c1ccccc1-2. RXN SMILES: [CH3:17][CH2:18][CH2:19][CH2:20][CH2:21][CH3:22].[CH3:1][c:2]1[cH:3][cH:4][n:5][c:6](-[c:11]2[cH:12][cH:13][cH:14][cH:15][cH:16]2)[c:7]1[C:8](=[O:9])[OH:10]>>[CH3:1][c:2]1[cH:3][cH:4][n:5][c:6]2[c:7]1[C:8](=[O:10])[c:16]1[c:11]-2[cH:12][cH:13][cH:14][cH:15]1.